Dataset: the Open Reaction Database (ORD), a public repository of structured organic reaction records. Task: describe an organic reaction: reactants, conditions, products, and yield Starting materials: CO, Cc1ccc(C=CCC2C(=O)N(OC3CCCCO3)C2C)cc1, [Pd]. Product: Cc1ccc(CCCC2C(=O)N(OC3CCCCO3)C2C)cc1. As a reaction SMILES: [CH3:24][OH:25].[O:1]1[CH:2]([O:7][N:8]2[C:9](=[O:23])[CH:10]([CH2:13][CH:14]=[CH:15][c:16]3[cH:17][cH:18][c:19]([CH3:22])[cH:20][cH:21]3)[CH:11]2[CH3:12])[CH2:3][CH2:4][CH2:5][CH2:6]1.[Pd:26]>>[O:1]1[CH:2]([O:7][N:8]2[C:9](=[O:23])[CH:10]([CH2:13][CH2:14][CH2:15][c:16]3[cH:17][cH:18][c:19]([CH3:22])[cH:20][cH:21]3)[CH:11]2[CH3:12])[CH2:3][CH2:4][CH2:5][CH2:6]1. Reactants: C(C)OC(=O)C1=NN2C(NC=3C=CC=CC3C2=C1C)=O (1-methyl-pyrazolo-[1,5-c]quinazolin-5(6H)-one-2-carboxylic acid ethyl ester), [OH-].[K+] (potassium hydroxide). The product is CC=1C(=NN2C(NC=3C=CC=CC3C21)=O)C(=O)O (1-Methylpyrazolo[1,5-c]quinazolin-5(6H)-one-2-carboxylic acid). As a reaction SMILES: C([O:3][C:4]([C:6]1[C:18]([CH3:19])=[C:17]2[N:8]([C:9](=[O:20])[NH:10][C:11]3[CH:12]=[CH:13][CH:14]=[CH:15][C:16]=32)[N:7]=1)=[O:5])C.[OH-].[K+]>>[CH3:19][C:18]1[C:6]([C:4]([OH:5])=[O:3])=[N:7][N:8]2[C:17]=1[C:16]1[CH:15]=[CH:14][CH:13]=[CH:12][C:11]=1[NH:10][C:9]2=[O:20] |f:1.2|. Procedure: A suspension of 25.7 g (0.10 mole) of 1-methyl-pyrazolo-[1,5-c]quinazolin-5(6H)-one-2-carboxylic acid ethyl ester in 2.5 1 of 10% alcoholic potassium hydroxide is refluxed for 3 hours, cooled to room temperature and filtered. The solid is dissolved in water extracted with chloroform, treated with Norit-A and filtered. The filtrate is cooled in an ice bath and acidified (Congo red) with 25 ml of concentrated hydrochloric acid. The white precipitate is filtered, digested with 1 1. of hot water and... The reactants are compound, NC=1C=CC(=NC1)C1=CC=C2CN(C(C2=C1)=O)[C@H](C(=O)OC)C(C)C ((S)-Methyl 2-(6-(5-aminopyridin-2-yl)-1-oxoisoindolin-2-yl)-3-methylbutanoate), CC1=C(N=C(O1)C1=CC=CC=C1)C(=O)O (5-methyl-2-phenyloxazole-4-carboxylic acid). Yields the product CC([C@@H](C(=O)OC)N1C(C2=CC(=CC=C2C1)C1=NC=C(C=C1)NC(=O)C=1N=C(OC1C)C1=CC=CC=C1)=O)C ((S)-Methyl 3-methyl-2-(6-(5-(5-methyl-2-phenyloxazole-4-carboxamido)pyridin-2-yl)-1-oxoisoindolin-2-yl)butanoate). The yield is 64.0%. RXN SMILES: [NH2:1][C:2]1[CH:3]=[CH:4][C:5]([C:8]2[CH:16]=[C:15]3[C:11]([CH2:12][N:13]([C@@H:18]([CH:23]([CH3:25])[CH3:24])[C:19]([O:21][CH3:22])=[O:20])[C:14]3=[O:17])=[CH:10][CH:9]=2)=[N:6][CH:7]=1.[CH3:26][C:27]1[O:31][C:30]([C:32]2[CH:37]=[CH:36][CH:35]=[CH:34][CH:33]=2)=[N:29][C:28]=1[C:38](O)=[O:39]>>[CH3:24][CH:23]([CH3:25])[C@H:18]([N:13]1[CH2:12][C:11]2[C:15](=[CH:16][C:8]([C:5]3[CH:4]=[CH:3][C:2]([NH:1][C:38]([C:28]4[N:29]=[C:30]([C:32]5[CH:37]=[CH:36][CH:35]=[CH:34][CH:33]=5)[O:31][C:27]=4[CH3:26])=[O:39])=[CH:7][N:6]=3)=[CH:9][CH:10]=2)[C:14]1=[O:17])[C:19]([O:21][CH3:22])=[O:20]. Procedure details: The compound of example 654 was prepared analogous to the compound of example 640 by reaction of compound of example 392 with 5-methyl-2-phenyloxazole-4-carboxylic acid. The product is O=C(Nc1cc(-n2cccc2)ccc1C(=O)O)c1ccccc1. Reactants: CC(C)(C)OC(=O)c1ccc(-n2cccc2)cc1NC(=O)c1ccccc1, CCOC(C)=O, CO, Cl, [Na+], C1COCCO1, [OH-], O. RXN SMILES: [C:9]([c:10]1[cH:11][cH:12][cH:13][cH:14][cH:15]1)(=[O:16])[NH:17][c:18]1[c:19]([C:20](=[O:21])[O:22][C:23]([CH3:24])([CH3:25])[CH3:26])[cH:27][cH:28][c:29](-[n:31]2[cH:32][cH:33][cH:34][cH:35]2)[cH:30]1.[CH3:37][CH2:38][O:39][C:40](=[O:41])[CH3:42].[CH3:44][OH:45].[ClH:36].[Na+:2].[O:3]1[CH2:4][CH2:5][O:6][CH2:7][CH2:8]1.[OH-:1].[OH2:43]>>[C:9]([c:10]1[cH:11][cH:12][cH:13][cH:14][cH:15]1)(=[O:16])[NH:17][c:18]1[c:19]([C:20](=[O:21])[OH:22])[cH:27][cH:28][c:29](-[n:31]2[cH:32][cH:33][cH:34][cH:35]2)[cH:30]1. The reactants are C(C1=CC=CC=C1)OC[C@@H](C(C(NC(CC(C)(C)C)(C)C)=O)O)NC([C@H](CC1CCCCC1)NC(=O)N1CCOCC1)=O (N4-[(1S)-2-((1S)-1-[(benzyloxy)methyl]-2-hydroxy-3-oxo-3-[(1,1,3,3-tetramethyl butyl)amino]propylamino)-1-(cyclohexylmethyl)-2-oxoethyl]-4-Morpholinecarboxamide), CC(=O)OI1(C=2C=CC=CC2C(=O)O1)(OC(=O)C)OC(=O)C (Dess-Martin periodinane). The solvent is C(Cl)Cl (CH2Cl2). Conditions: time 2 hour. Product: C(C1=CC=CC=C1)OC[C@@H](C(C(NC(CC(C)(C)C)(C)C)=O)=O)NC([C@H](CC1CCCCC1)NC(=O)N1CCOCC1)=O (N4-[(1S)-2-((1S)-1-[(benzyloxy)methyl]-2,3-dioxo-3-[(1,1,3,3-tetramethylbutyl)amino]propylamino)-1-(cyclohexyl-methyl)-2-oxoethyl]-4-morpholinecarboxamide). The yield is 70.7%. RXN SMILES: [CH2:1]([O:8][CH2:9][C@H:10]([NH:24][C:25](=[O:43])[C@@H:26]([NH:34][C:35]([N:37]1[CH2:42][CH2:41][O:40][CH2:39][CH2:38]1)=[O:36])[CH2:27][CH:28]1[CH2:33][CH2:32][CH2:31][CH2:30][CH2:29]1)[CH:11]([OH:23])[C:12](=[O:22])[NH:13][C:14]([CH3:21])([CH3:20])[CH2:15][C:16]([CH3:19])([CH3:18])[CH3:17])[C:2]1[CH:7]=[CH:6][CH:5]=[CH:4][CH:3]=1.CC(OI1(OC(C)=O)(OC(C)=O)OC(=O)C2C=CC=CC1=2)=O>C(Cl)Cl>[CH2:1]([O:8][CH2:9][C@H:10]([NH:24][C:25](=[O:43])[C@@H:26]([NH:34][C:35]([N:37]1[CH2:42][CH2:41][O:40][CH2:39][CH2:38]1)=[O:36])[CH2:27][CH:28]1[CH2:33][CH2:32][CH2:31][CH2:30][CH2:29]1)[C:11](=[O:23])[C:12](=[O:22])[NH:13][C:14]([CH3:21])([CH3:20])[CH2:15][C:16]([CH3:18])([CH3:17])[CH3:19])[C:2]1[CH:3]=[CH:4][CH:5]=[CH:6][CH:7]=1. Procedure details: N4-[(1S)-2-((1S)-1-[(benzyloxy)methyl]-2-hydroxy-3-oxo-3-[(1,1,3,3-tetramethyl butyl)amino]propylamino)-1-(cyclohexylmethyl)-2-oxoethyl]-4-Morpholinecarboxamide (260 mg, 0.4 mmole) was dissolved in CH2Cl2 (4 mL). Dess-Martin periodinane (550 mg, 1.2 mmole) was added. The solution was stirred for 2 h at room temperature and quenched with Na2S2O3 and saturated bicarbonate solution. After extracting with CH2Cl2, the organic layer was dried over MgSO4, filtered, and concentrated by rotary evaporatio... Procedure details: Following General Procedure U and using cyclopentylacetic acid (Aldrich) and N-(L-alaninyl)-L-phenylalanine methyl ester (prepared by coupling N-BOC-L-alanine (Bachem) with L-phenylalanine methyl ester hydrochloride (Bachem) using General Procedure U, followed by removal of the BOC-group using General Procedure Y), the title compound was prepared as a solid (mp=137-139° C.). The reaction was monitored by tlc (Rf=0.23 in 1:1 EtOAc/hexanes). As a reaction SMILES: [CH:1]1([CH2:6][C:7]([OH:9])=O)[CH2:5][CH2:4][CH2:3][CH2:2]1.[CH3:10][O:11][C:12](=[O:27])[C@H:13]([CH2:20][C:21]1[CH:26]=[CH:25][CH:24]=[CH:23][CH:22]=1)[NH:14][C:15](=[O:19])[C@H:16]([CH3:18])[NH2:17].C(N[C@H](C(O)=O)C)(OC(C)(C)C)=O.Cl.COC(=O)[C@H](CC1C=CC=CC=1)N>>[CH3:10][O:11][C:12](=[O:27])[C@H:13]([CH2:20][C:21]1[CH:26]=[CH:25][CH:24]=[CH:23][CH:22]=1)[NH:14][C:15](=[O:19])[C@H:16]([CH3:18])[NH:17][C:7](=[O:9])[CH2:6][CH:1]1[CH2:2][CH2:3][CH2:4][CH2:5]1 |f:3.4|. The product is COC([C@@H](NC([C@@H](NC(CC1CCCC1)=O)C)=O)CC1=CC=CC=C1)=O (N-[N-(Cyclopentylacetyl)-L-alaninyl]-L-phenylalanine Methyl Ester). Reactants: C1(CCCC1)CC(=O)O (cyclopentylacetic acid), Cl.COC([C@@H](N)CC1=CC=CC=C1)=O (L-phenylalanine methyl ester hydrochloride), EtOAc hexanes, COC([C@@H](NC([C@@H](N)C)=O)CC1=CC=CC=C1)=O (N-(L-alaninyl)-L-phenylalanine methyl ester), C(=O)(OC(C)(C)C)N[C@@H](C)C(=O)O (N-BOC-L-alanine).